describe an organic reaction: reactants, conditions, products, and yield From a dataset of the Open Reaction Database (ORD), a public repository of structured organic reaction records. Reactants: O (water), ClC(=O)OC(Cl)(Cl)Cl (Trichloromethyl chloroformate), ClC1=C(C(=CC(=C1)C(F)(F)F)Cl)OC1=NNC(=C1)C (3-(2,6-dichloro-4-trifluoromethylphenyloxy)-5-methylpyrazole), N (ammonia). Solvent: C(Cl)(Cl)Cl (chloroform). Conditions: time 4 hour. Product: ClC1=C(C(=CC(=C1)C(F)(F)F)Cl)OC1=NN(C(=C1)C)C(=O)N (3-(2,6-dichloro-4-trifluoromethylphenyloxy)-5-methylpyrazole-1-carboxamide). The yield is 53.1%. RXN SMILES: ClC([O:4][C:5](Cl)(Cl)Cl)=O.[Cl:9][C:10]1[CH:15]=[C:14]([C:16]([F:19])([F:18])[F:17])[CH:13]=[C:12]([Cl:20])[C:11]=1[O:21][C:22]1[CH:26]=[C:25]([CH3:27])[NH:24][N:23]=1.[NH3:28].O>C(Cl)(Cl)Cl>[Cl:20][C:12]1[CH:13]=[C:14]([C:16]([F:19])([F:17])[F:18])[CH:15]=[C:10]([Cl:9])[C:11]=1[O:21][C:22]1[CH:26]=[C:25]([CH3:27])[N:24]([C:5]([NH2:28])=[O:4])[N:23]=1. Procedure details: Trichloromethyl chloroformate (3.0 g, 15.0 mmol) was added to a solution of 3-(2,6-dichloro-4-trifluoromethylphenyloxy)-5-methylpyrazole (4.67 g, 15.0 mmol) in chloroform (50 ml) at 0° C., and while the mixture was allowed to have room temperature gradually, it was further stirred at room temperature for 4 hours. 30% ammonia solution (10 ml) was added to the reaction mixture, and the mixture was further stirred at room temperature for 1 hour. After completion of the reaction, water was added to ... The reactants are OC1=C(C=C(C=C1)OC)C(C)=O (1-(2-hydroxy-5-methoxyphenyl)ethanone), BrCC(=O)OC (methyl bromoacetate), [OH-].[Na+] (sodium hydroxide), C([O-])([O-])=O.[K+].[K+] (potassium carbonate). Run in CN(C=O)C (N,N-dimethylformamide), C(C)O (ethanol), O1CCCC1 (tetrahydrofuran). Conditions: time 8 hour. Product: C(C)(=O)C1=C(OCC(=O)O)C=CC(=C1)OC ((2-acetyl-4-methoxyphenoxy)acetic acid). RXN SMILES: [OH:1][C:2]1[CH:7]=[CH:6][C:5]([O:8][CH3:9])=[CH:4][C:3]=1[C:10](=[O:12])[CH3:11].Br[CH2:14][C:15]([O:17]C)=[O:16].C(=O)([O-])[O-].[K+].[K+].[OH-].[Na+]>C(O)C.O1CCCC1.CN(C)C=O>[C:10]([C:3]1[CH:4]=[C:5]([O:8][CH3:9])[CH:6]=[CH:7][C:2]=1[O:1][CH2:14][C:15]([OH:17])=[O:16])(=[O:12])[CH3:11] |f:2.3.4,5.6|. Procedure details: To a mixture of 1-(2-hydroxy-5-methoxyphenyl)ethanone (25.0 g), methyl bromoacetate (15.5 mL) and N,N-dimethylformamide (250 mL) was added potassium carbonate (31.1 g), and the mixture was stirred overnight at room temperature. The insoluble material was filtered off, 1N hydrochloric acid was added to the filtrate, and the mixture was extracted with ethyl acetate. The extract was washed with saturated brine, dried over magnesium sulfate, and concentrated under reduced pressure to give a brown so...